This data is from the Open Reaction Database (ORD), a public repository of structured organic reaction records. The task is: describe an organic reaction: reactants, conditions, products, and yield Yield: 100.0%. Reaction conditions: temperature 80 celsius, time 3 hour. As a reaction SMILES: Br[C:2]1[CH:11]=[CH:10][C:5]([O:6][CH2:7][CH2:8][OH:9])=[C:4]([CH3:12])[C:3]=1[CH3:13].[C:14]([C:17]1[CH:22]=[CH:21][C:20](B(O)O)=[CH:19][CH:18]=1)([OH:16])=[O:15].[F-].[Cs+]>O.O1CCOCC1.C(O)C>[OH:9][CH2:8][CH2:7][O:6][C:5]1[CH:10]=[CH:11][C:2]([C:20]2[CH:21]=[CH:22][C:17]([C:14]([OH:16])=[O:15])=[CH:18][CH:19]=2)=[C:3]([CH3:13])[C:4]=1[CH3:12] |f:2.3|. The solvent is O (Water), O1CCOCC1 (1,4-dioxane), C(C)O (ethanol), O (water). Yields the product OCCOC1=C(C(=C(C=C1)C1=CC=C(C=C1)C(=O)O)C)C (4′-(2-hydroxyethoxy)-2′,3′-dimethylbiphenyl-4-carboxylic acid). Procedure details: A mixture of 2-(4-bromo-2,3-dimethylphenoxy)ethanol (0.531 g), 4-carboxyphenylboronic acid (0.360 g), tetrakis-(triphenylphosphine)palladium(0) (0.125 g), cesium fluoride (1.645 g), water (2 mL), ethanol (2 mL) and 1,4-dioxane (8 mL) was stirred at 80° C. for 3 hrs. Water was added to the reaction mixture, and the mixture was extracted with ethyl acetate. The organic layer was washed successively with water and brine, and dried over magnesium sulfate. The solvent was evaporated under reduced pre... Starting materials: BrC1=C(C(=C(OCCO)C=C1)C)C (2-(4-bromo-2,3-dimethylphenoxy)ethanol), C(=O)(O)C1=CC=C(C=C1)B(O)O (4-carboxyphenylboronic acid), tetrakis-(triphenylphosphine)palladium(0), [F-].[Cs+] (cesium fluoride).